From a dataset of the Open Reaction Database (ORD), a public repository of structured organic reaction records. describe an organic reaction: reactants, conditions, products, and yield Starting materials: IC=1N=C2N(CCOC3=C2C=CC(=C3)C(=O)OC)C1 (Methyl 2-iodo-5,6-dihydrobenzo[f]imidazo[1,2-d][1,4]oxazepine-9-carboxylate), C(C)C1=C(C=CC=C1)B(O)O (2-ethylphenylboronic acid), C(C)#N (acetonitrile). The reagents and catalysts are C=1C=CC(=CC1)[P](C=2C=CC=CC2)(C=3C=CC=CC3)[Pd]([P](C=4C=CC=CC4)(C=5C=CC=CC5)C=6C=CC=CC6)([P](C=7C=CC=CC7)(C=8C=CC=CC8)C=9C=CC=CC9)[P](C=1C=CC=CC1)(C=1C=CC=CC1)C=1C=CC=CC1 (tetrakis(triphenylphosphine)palladium). The solvent is C([O-])([O-])=O.[Na+].[Na+] (sodium carbonate). The product is C(C)C1=C(C=CC=C1)C=1N=C2N(CCOC3=C2C=CC(=C3)C(=O)OC)C1 (methyl 2-(2-ethylphenyl)-5,6-dihydrobenzo[f]imidazo[1,2-d][1,4]oxazepine-9-carboxylate). Isolated yield 14.6%. RXN SMILES: I[C:2]1[N:3]=[C:4]2[C:10]3[CH:11]=[CH:12][C:13]([C:15]([O:17][CH3:18])=[O:16])=[CH:14][C:9]=3[O:8][CH2:7][CH2:6][N:5]2[CH:19]=1.[CH2:20]([C:22]1[CH:27]=[CH:26][CH:25]=[CH:24][C:23]=1B(O)O)[CH3:21].C(#N)C>C(=O)([O-])[O-].[Na+].[Na+].C1C=CC([P]([Pd]([P](C2C=CC=CC=2)(C2C=CC=CC=2)C2C=CC=CC=2)([P](C2C=CC=CC=2)(C2C=CC=CC=2)C2C=CC=CC=2)[P](C2C=CC=CC=2)(C2C=CC=CC=2)C2C=CC=CC=2)(C2C=CC=CC=2)C2C=CC=CC=2)=CC=1>[CH2:20]([C:22]1[CH:27]=[CH:26][CH:25]=[CH:24][C:23]=1[C:2]1[N:3]=[C:4]2[C:10]3[CH:11]=[CH:12][C:13]([C:15]([O:17][CH3:18])=[O:16])=[CH:14][C:9]=3[O:8][CH2:7][CH2:6][N:5]2[CH:19]=1)[CH3:21] |f:3.4.5,^1:43,45,64,83|. Procedure details: Methyl 2-iodo-5,6-dihydrobenzo[f]imidazo[1,2-d][1,4]oxazepine-9-carboxylate (80 mg, 1 eq), 2-ethylphenylboronic acid (60 mg, 1.75 eq), and tetrakis(triphenylphosphine)palladium (10 mg, 0.05 eq), in 1.0 M aqueous sodium carbonate (1.0 mL) and acetonitrile (1.0 mL) were heated to 140° C. for 10 min in a sealed microwave reactor. The crude reaction mixture was concentrated and purified using reverse phase HPLC to yield 297 (11 mg). ESI-MS: 349.1 (M)+